This data is from the Open Reaction Database (ORD), a public repository of structured organic reaction records. The task is: describe an organic reaction: reactants, conditions, products, and yield Starting materials: CS(=O)(=O)NCCNC(OC(C)(C)C)=O (tert-Butyl {2-[(methylsulfonyl)amino]ethyl}carbamate), Cl (hydrogen chloride), O1CCOCC1 (1,4-dioxane), C(C)(=O)OCC (ethyl acetate). The solvent is C(C)OCC (diethyl ether), hexanes, hexanes. The product is Cl.Cl.NCCNS(=O)(=O)C (N-(2-Aminoethyl)methanesulfonamide dihydrochloride). The yield is 100.0%. Reaction SMILES: [CH3:1][S:2]([NH:5][CH2:6][CH2:7][NH:8]C(=O)OC(C)(C)C)(=[O:4])=[O:3].[ClH:16].O1CCOCC1.C(OCC)(=O)C>C(OCC)C>[ClH:16].[ClH:16].[NH2:8][CH2:7][CH2:6][NH:5][S:2]([CH3:1])(=[O:4])=[O:3] |f:5.6.7|. Procedure details: tert-Butyl {2-[(methylsulfonyl)amino]ethyl}carbamate (21 g, 88 mmol) was stirred in a solution of 4 N hydrogen chloride in 1,4-dioxane (97 mL, 388 mmol) for 30 minutes. Trituration with ethyl acetate and hexanes followed by diethyl ether and hexanes gave the desired compound as a gum (19 g, 100%). LCMS calculated for C3H11N2O2S (M+H)+: m/z=139.0. Starting materials: O=C([O-])[O-], CCOc1ccc(CCl)cc1, [K+], [K+], CN(C)C=O, O, COC(=O)Cc1coc2cc(O)ccc12. The product is CCOc1ccc(COc2ccc3c(CC(=O)OC)coc3c2)cc1. RXN SMILES: [C:27](=[O:28])([O-:29])[O-:30].[Cl:16][CH2:17][c:18]1[cH:19][cH:20][c:21]([O:24][CH2:25][CH3:26])[cH:22][cH:23]1.[K+:31].[K+:32].[O:34]=[CH:35][N:36]([CH3:37])[CH3:38].[OH2:33].[OH:1][c:2]1[cH:3][c:4]2[c:5]([c:6]([CH2:9][C:10](=[O:11])[O:12][CH3:13])[cH:7][o:8]2)[cH:14][cH:15]1>>[O:1]([c:2]1[cH:3][c:4]2[c:5]([c:6]([CH2:9][C:10](=[O:11])[O:12][CH3:13])[cH:7][o:8]2)[cH:14][cH:15]1)[CH2:17][c:18]1[cH:19][cH:20][c:21]([O:24][CH2:25][CH3:26])[cH:22][cH:23]1. The reactants are BrC=1C=C(C(=O)O)C=C(C1)Br (3,5-Dibromo-benzoic acid), NC1=C(C=CC=C1)O (2-aminophenol). The product is BrC=1C=C(C=C(C1)Br)C=1OC2=C(N1)C=CC=C2 (2-(3,5-dibromo-phenyl)-benzoxazole). Reaction SMILES: [Br:1][C:2]1[CH:3]=[C:4]([CH:8]=[C:9]([Br:11])[CH:10]=1)[C:5]([OH:7])=O.[NH2:12][C:13]1[CH:18]=[CH:17][CH:16]=[CH:15][C:14]=1O>>[Br:11][C:9]1[CH:8]=[C:4]([C:5]2[O:7][C:14]3[CH:15]=[CH:16][CH:17]=[CH:18][C:13]=3[N:12]=2)[CH:3]=[C:2]([Br:1])[CH:10]=1. Reported procedure: 3,5-Dibromo-benzoic acid and 2-aminophenol were condensed to give 2-(3,5-dibromo-phenyl)-benzoxazole, which was converted to N-[3-benzoxazol-2-yl-5-(1H-indol-4-yl)-phenyl]-acetamide as described in Example 106. 1H NMR (400 MHz, DMSO-d6): δ 11.35 (s, 1H), 10.36 (s, 1H), 8.57 (t, J=1.6 Hz, 1H), 8.13 (d, J=1.6 Hz, 2H), 7.77-7.84 (m, 2H), 7.44-7.48 (m, 2H), 7.39-7.43 (m, 2H), 7.21 (t, J=7.5 Hz, 1H), 7.17 (dd, J=7.2, 1.0 Hz, 1H), 6.64-6.67 (m, 1H), 2.11 (s, 3H). Reactants: COC(COC1=CC=C(CN2C(=C(C3=CC(=CC=C23)C(=O)OCC=C)C)C)C=C1)=O (allyl 1-(4-(2-methoxy-2-oxoethoxy)benzyl)-2,3-dimethyl-1H-indole-5-carboxylate), N1CCOCC1 (morpholine). The reagents and catalysts are C=1C=CC(=CC1)[P](C=2C=CC=CC2)(C=3C=CC=CC3)[Pd]([P](C=4C=CC=CC4)(C=5C=CC=CC5)C=6C=CC=CC6)([P](C=7C=CC=CC7)(C=8C=CC=CC8)C=9C=CC=CC9)[P](C=1C=CC=CC1)(C=1C=CC=CC1)C=1C=CC=CC1 (Pd(PPh3)4). Run in C1CCOC1 (THF), C(C)(=O)OCC (ethyl acetate). Run at time 1.5 hour. The product is COC(COC1=CC=C(CN2C(=C(C3=CC(=CC=C23)C(=O)O)C)C)C=C1)=O (1-(4-(2-Methoxy-2-oxoethoxy)benzyl)-2,3-dimethyl-1H-indole-5-carboxylic acid). RXN SMILES: [CH3:1][O:2][C:3](=[O:30])[CH2:4][O:5][C:6]1[CH:29]=[CH:28][C:9]([CH2:10][N:11]2[C:19]3[C:14](=[CH:15][C:16]([C:20]([O:22]CC=C)=[O:21])=[CH:17][CH:18]=3)[C:13]([CH3:26])=[C:12]2[CH3:27])=[CH:8][CH:7]=1.N1CCOCC1>C1COCC1.C(OCC)(=O)C.C1C=CC([P]([Pd]([P](C2C=CC=CC=2)(C2C=CC=CC=2)C2C=CC=CC=2)([P](C2C=CC=CC=2)(C2C=CC=CC=2)C2C=CC=CC=2)[P](C2C=CC=CC=2)(C2C=CC=CC=2)C2C=CC=CC=2)(C2C=CC=CC=2)C2C=CC=CC=2)=CC=1>[CH3:1][O:2][C:3](=[O:30])[CH2:4][O:5][C:6]1[CH:29]=[CH:28][C:9]([CH2:10][N:11]2[C:19]3[C:14](=[CH:15][C:16]([C:20]([OH:22])=[O:21])=[CH:17][CH:18]=3)[C:13]([CH3:26])=[C:12]2[CH3:27])=[CH:8][CH:7]=1 |^1:51,53,72,91|. Procedure details: A solution of the allyl 1-(4-(2-methoxy-2-oxoethoxy)benzyl)-2,3-dimethyl-1H-indole-5-carboxylate (536 mg, 1.3 mmol) and morpholine (1.14 mL, 13.2 mmol) in anhydrous THF was degassed with argon. Then Pd(PPh3)4 (152 mg, 0.13 mmol) was added and the reaction stirred under argon protection for 1.5 h. The reaction mixture was diluted with ethyl acetate, washed with brine, concentrated. The title compound was precipitated in ethyl ether as a beige powder (430 mg, 89%). ESI-MS (m/z): 368 [M+H]+. Reactants: N1=C(C=CC=C1)C=1NC=CN1 (2-(2-pyridyl)imidazole), IC1=CC=CC=C1 (iodobenzene), C(=O)([O-])[O-].[Cs+].[Cs+] (Cs2CO3). The reagents and catalysts are [Cu] (copper). Run in CN(C)C=O (DMF). The product is C1(=CC=CC=C1)N1C(=NC=C1)C1=NC=CC=C1 (1-phenyl-2(2-pyridyl)imidazole). RXN SMILES: [N:1]1[CH:6]=[CH:5][CH:4]=[CH:3][C:2]=1[C:7]1[NH:8][CH:9]=[CH:10][N:11]=1.I[C:13]1[CH:18]=[CH:17][CH:16]=[CH:15][CH:14]=1.C([O-])([O-])=O.[Cs+].[Cs+]>CN(C=O)C.[Cu]>[C:13]1([N:11]2[CH:10]=[CH:9][N:8]=[C:7]2[C:2]2[CH:3]=[CH:4][CH:5]=[CH:6][N:1]=2)[CH:18]=[CH:17][CH:16]=[CH:15][CH:14]=1 |f:2.3.4|. Reported procedure: 2-(2-pyridyl)imidazole (6.91 g), iodobenzene (1.47 g), Cs2CO3 (25 g), and copper powder (15 g) were mixed in 60 mL anhydrous DMF in a 250 mL round bottom flask equipped with a magnetic stirrer and a reflux condenser. The mixture is degassed with N2 for 15 minutes at room temperature and then refluxed under N2 in an oil bath for 24 hours. The resulting mixture was cooled to room temperature and suction-filtered to remove the solid byproduct. The filtrate was extracted with EtOAc (3×100 mL). The c... The reactants are CS(=O)(=O)Cl, CO, Nc1nc2cc(Oc3ccc(NC(=O)Nc4cc(C(F)(F)F)ccc4F)cc3)ccc2[nH]1, O, c1ccncc1. Product: CS(=O)(=O)Nc1nc2cc(Oc3ccc(NC(=O)Nc4cc(C(F)(F)F)ccc4F)cc3)ccc2[nH]1. RXN SMILES: [CH3:33][S:34]([Cl:35])(=[O:36])=[O:37].[CH3:39][OH:40].[NH2:1][c:2]1[n:3][c:4]2[c:5]([nH:6]1)[cH:7][cH:8][c:9]([O:11][c:12]1[cH:13][cH:14][c:15]([NH:18][C:19](=[O:20])[NH:21][c:22]3[c:23]([F:32])[cH:24][cH:25][c:26]([C:28]([F:29])([F:30])[F:31])[cH:27]3)[cH:16][cH:17]1)[cH:10]2.[OH2:38].[cH:41]1[cH:42][cH:43][n:44][cH:45][cH:46]1>>[NH:1]([c:2]1[n:3][c:4]2[c:5]([nH:6]1)[cH:7][cH:8][c:9]([O:11][c:12]1[cH:13][cH:14][c:15]([NH:18][C:19](=[O:20])[NH:21][c:22]3[c:23]([F:32])[cH:24][cH:25][c:26]([C:28]([F:29])([F:30])[F:31])[cH:27]3)[cH:16][cH:17]1)[cH:10]2)[S:34]([CH3:33])(=[O:36])=[O:37]. Starting materials: solid, ClC1=NC=CC(=C1F)I (2-chloro-3-fluoro-4-iodo-pyridine), CN(C(C1=CC(=CC(=C1)C(F)(F)F)C(F)(F)F)=O)C=1C=NC=CC1N1C(CCCC1)C (N-Methyl-N-(2-methyl-3,4,5,6-tetrahydro-2H-[1,4]bipyridinyl-3′-yl)-3,5-bis-trifluoromethyl-benzamide), CN(C(C1=CC(=CC(=C1)C(F)(F)F)C(F)(F)F)=O)C=1C=NC=CC1N1C(CCCC1)C (N-Methyl-N-(2-methyl-3,4,5,6-tetrahydro-2H-[1,4]bipyridinyl-3′-yl)-3,5-bis-trifluoromethyl-benzamide). Yields the product ClC1=NC=CC(=C1F)C1=C(C=NC=C1)NC ((2′-Chloro-3′-fluoro-[4,4]bipyridinyl-3-yl)-methyl-amine). As a reaction SMILES: [Cl:1][C:2]1[C:7]([F:8])=[C:6](I)[CH:5]=[CH:4][N:3]=1.[CH3:10][N:11]([C:28]1[CH:29]=[N:30][CH:31]=[CH:32][C:33]=1N1CCCCC1C)C(=O)C1C=C(C(F)(F)F)C=C(C(F)(F)F)C=1>>[Cl:1][C:2]1[C:7]([F:8])=[C:6]([C:33]2[CH:32]=[CH:31][N:30]=[CH:29][C:28]=2[NH:11][CH3:10])[CH:5]=[CH:4][N:3]=1. Procedure details: The title compound was prepared in analogy to example 55, intermediate, from 2-chloro-3-fluoro-4-iodo-pyridine (CAS RN 148639-07-0) and (4-iodo-pyridin-3-yl)-methyl-amine (example 36, intermediate b). Brown sticky solid (86%). MS (ESI): m/z=238.0 [M+H]+. Reactants: C(C)(C)N(CC)C(C)C (diisopropylethylamine), OC1(CCN2C=NC=C21)C=2C=C1C=CC(=CC1=CC2)C(=O)O (6-(7-Hydroxy-6,7-dihydro-5H-pyrrolo[1,2-c]imidazole-7-yl)-2-naphthoic acid), C(C)N=C=NCCCN(C)C.Cl (1-ethyl-3-(3-dimethylaminopropyl)carbodiimide•hydrochloride), 1-hydroxy-1H-benzotriazole•monohydrate. Solvent: CN(C)C=O (DMF). Product: OC1(CCN2C=NC=C21)C=2C=C1C=CC(=CC1=CC2)C(=O)N (6-(7-hydroxy-6,7-dihydro-5H-pyrrolo[1,2-c]imidazol-7-yl)-2-naphthamide). Isolated yield 11.8%. Reaction SMILES: [OH:1][C:2]1([C:10]2[CH:11]=[C:12]3[C:17](=[CH:18][CH:19]=2)[CH:16]=[C:15]([C:20](O)=[O:21])[CH:14]=[CH:13]3)[C:9]2[N:5]([CH:6]=[N:7][CH:8]=2)[CH2:4][CH2:3]1.C([N:25]=C=NCCCN(C)C)C.Cl.C(N(C(C)C)CC)(C)C>CN(C=O)C>[OH:1][C:2]1([C:10]2[CH:11]=[C:12]3[C:17](=[CH:18][CH:19]=2)[CH:16]=[C:15]([C:20]([NH2:25])=[O:21])[CH:14]=[CH:13]3)[C:9]2[N:5]([CH:6]=[N:7][CH:8]=2)[CH2:4][CH2:3]1 |f:1.2|. Reported procedure: 6-(7-Hydroxy-6,7-dihydro-5H-pyrrolo[1,2-c]imidazole-7-yl)-2-naphthoic acid (449 mg), 1-ethyl-3-(3-dimethylaminopropyl)carbodiimide•hydrochloride (321 mg) and 1-hydroxy-1H-benzotriazole•monohydrate (301 mg) were dissolved in DMF (7.6 ml), and diisopropylethylamine (216 mg) was added with stirring under ice cooling. The mixture was allowed to warm to room temperature and stirred for 18 hr. Silica gel (3 g) was added to the reaction mixture and the mixture was concentrated under reduced pressure to... Starting materials: FC=1C=CC=2N(C1)C(=NN2)N2CCC(CC2)O (6-Fluoro-[1,2,4]triazolo[4,3-a]pyridin-3-yl-piperidin-4-ol), [H-].[Na+] (NaH), O (Water), C(C=C)Br (Allyl bromide). Run in C1CCOC1 (THF), CO (MeOH), CCOC(=O)C (EtOAc). Run at temperature 0 celsius, time 30 minute. The product is C(C=C)OC1CCN(CC1)C1=NN=C2N1C=C(C=C2)F (3-(4-Allyloxy-piperidin-1-yl)-6-fluoro-[1,2,4]triazolo[4,3-a]pyridine). The yield is 28.7%. As a reaction SMILES: [F:1][C:2]1[CH:3]=[CH:4][C:5]2[N:6]([C:8]([N:11]3[CH2:16][CH2:15][CH:14]([OH:17])[CH2:13][CH2:12]3)=[N:9][N:10]=2)[CH:7]=1.[H-].[Na+].[CH2:20](Br)[CH:21]=[CH2:22].O>C1COCC1.CCOC(C)=O.CO>[CH2:22]([O:17][CH:14]1[CH2:15][CH2:16][N:11]([C:8]2[N:6]3[CH:7]=[C:2]([F:1])[CH:3]=[CH:4][C:5]3=[N:10][N:9]=2)[CH2:12][CH2:13]1)[CH:21]=[CH2:20] |f:1.2|. Procedure details: To an opaque pale yellow solution of Intermediate 24c (510 mg, 2.16 mmol) in dry THF at 0° C. under Ar was added NaH (60% dispersion in oil, 216 mg, 5.40 mmol) (CARE: gas evolution) and the resulting suspension was stirred at 0° C. for 30 min. Allyl bromide (0.467 mL, 5.40 mmol) was added and the suspension stirred at RT under Ar for 1 h and at 70° C. for 18 h. Water (25 mL) was added to the cooled solution, then the mixture extracted with EtOAc (3×25 mL). The combined organics were washed with ...